describe an organic reaction: reactants, conditions, products, and yield From a dataset of the Open Reaction Database (ORD), a public repository of structured organic reaction records. Starting materials: O=C(C)C=C(C)C (mesityl oxide), C=O (formaldehyde). Product: CC(=C)C(C(C)=O)CO (2-methyl-3-hydroxymethyl-pent-1-en-4-one). RXN SMILES: [O:1]=[C:2]([CH:4]=[C:5]([CH3:7])[CH3:6])[CH3:3].[CH2:8]=[O:9]>>[CH3:6][C:5]([CH:4]([CH2:8][OH:9])[C:2](=[O:1])[CH3:3])=[CH2:7]. Procedure details: The reaction is carried out at temperatures between 20° and 130° C. The reaction time is, for example, 3 hours at 30° C and a few minutes at 100° C. Advantageously, the mesityl oxide and catalyst are initially introduced and formaldehyde is metered in. The 2-methyl-3-hydroxymethyl-pent-1-en-4-one can be isolated from the reaction mixture by, for example, distillation, advantageously after neutralising the basic catalyst. Starting materials: C(C1=CC=CC=C1)(=O)OC(C)[C@H]1OC([C@H](C1)OS(=O)(=O)C(F)(F)F)OC (1-[(2S,4S)-5-methoxy-4-(trifluoromethylsulfonyloxy)tetrahydrofuran-2-yl]ethyl benzoate), C(C1=CC=CC=C1)(=O)OC(C)[C@H]1OC([C@H](C1)OS(=O)(=O)C(F)(F)F)OC (1-[(2S,4S)-5-methoxy-4-(trifluoromethylsulfonyloxy)tetrahydrofuran-2-yl]ethyl benzoate), [N-]=[N+]=[N-].[Na+] (sodium azide). Run in CN(C)C=O (DMF). Reaction conditions: time 16 hour. Product: C(C1=CC=CC=C1)(=O)OC(C)[C@H]1OC([C@@H](C1)N=[N+]=[N-])OC (1-[(2S,4R)-4-azido-5-methoxy-tetrahydrofuran-2-yl]ethyl benzoate). Yield: 206.0%. RXN SMILES: [C:1]([O:9][CH:10]([C@@H:12]1[CH2:16][C@H:15](OS(C(F)(F)F)(=O)=O)[CH:14]([O:25][CH3:26])[O:13]1)[CH3:11])(=[O:8])[C:2]1[CH:7]=[CH:6][CH:5]=[CH:4][CH:3]=1.[N-:27]=[N+:28]=[N-:29].[Na+]>CN(C=O)C>[C:1]([O:9][CH:10]([C@@H:12]1[CH2:16][C@@H:15]([N:27]=[N+:28]=[N-:29])[CH:14]([O:25][CH3:26])[O:13]1)[CH3:11])(=[O:8])[C:2]1[CH:7]=[CH:6][CH:5]=[CH:4][CH:3]=1 |f:1.2|. Reported procedure: To a solution of 1-[(2S,4S)-5-methoxy-4-(trifluoromethylsulfonyloxy)tetrahydrofuran-2-yl]ethyl benzoate (compound 25j, 400 mg, 1 mmol) in DMF (2 mL) was added sodium azide (65 mg, 1.05 mmol) at room temperature and the mixture was stirred at room temperature for 16 hours. The reaction mixture was partitioned between EtOAc and H2O, the organic layer was separated and the aqueous layer was extracted with EtOAc twice. The organic layers were combined, washed with brine, dried over Na2SO4 and concen... Reactants: C1(=CC=CC=C1)[C@H]1[C@@H](C1)C(=O)O (trans-2-Phenyl-1-cyclopropanecarboxylic acid), C[Li] (Methyllithium). Run in C(C)OCC (diethyl ether). Conditions: temperature 0 celsius, time 1 hour. The product is C1(=CC=CC=C1)[C@H]1[C@@H](C1)C(C)=O (trans-1-(2-Phenyl-cyclopropyl)-ethanone). As a reaction SMILES: [C:1]1([C@@H:7]2[CH2:9][C@H:8]2[C:10]([OH:12])=O)[CH:6]=[CH:5][CH:4]=[CH:3][CH:2]=1.[CH3:13][Li]>C(OCC)C>[C:1]1([C@@H:7]2[CH2:9][C@H:8]2[C:10](=[O:12])[CH3:13])[CH:2]=[CH:3][CH:4]=[CH:5][CH:6]=1. Procedure: trans-2-Phenyl-1-cyclopropanecarboxylic acid (2.0 g, 12.3 mmol) was dissolved in diethyl ether (40 mL) and cooled to 0° C. Methyllithium (1.6 M in hexanes, 16.8 mL, 27 mmol) was added dropwise and then the reaction stirred for 1 hour. The reaction was quenched with MeOH then submitted to standard aqueous workup and silica gel chromatography (0-40% EtOAc in hexanes) to afford the title compound. The reactants are C1CCCC2C1=C1OC3=CC=CC=C3OC1C=C2C(=O)OC (methyl 1,2,3,4,4a,6a-hexahydro-7,12-dioxabenz[a]anthracene-5-carboxylate), C(#N)C1=C(C(=O)C(=C(C1=O)Cl)Cl)C#N (DDQ). Run in C1(=CC=CC=C1)C (toluene). Product: C1=CC=CC2=C1C=1OC3=CC=CC=C3OC1C=C2C(=O)OC (Methyl 7, 12-dioxabenz[a]anthracene-5-carboxy late). RXN SMILES: [CH2:1]1[C:6]2=[C:7]3[CH:16]([CH:17]=[C:18]([C:19]([O:21][CH3:22])=[O:20])[CH:5]2[CH2:4][CH2:3][CH2:2]1)[O:15][C:14]1[C:9](=[CH:10][CH:11]=[CH:12][CH:13]=1)[O:8]3.C(C1C(=O)C(Cl)=C(Cl)C(=O)C=1C#N)#N>C1(C)C=CC=CC=1>[CH:1]1[C:6]2[C:7]3[O:8][C:9]4[C:14]([O:15][C:16]=3[CH:17]=[C:18]([C:19]([O:21][CH3:22])=[O:20])[C:5]=2[CH:4]=[CH:3][CH:2]=1)=[CH:13][CH:12]=[CH:11][CH:10]=4. Procedure details: Under an inert atmosphere, 370 mg of methyl 1,2,3,4,4a,6a-hexahydro-7,12-dioxabenz[a]anthracene-5-carboxylate in solution in 10 ml of toluene are brought to reflux for 6 hours in the presence of 986 mg of DDQ. After cooling, the reaction mixture is washed with 8% sodium hydroxide solution. The organic phase is dried over magnesium sulfate and then concentrated under vacuum. Purification is performed by chromatography on silica gel (eluent: petroleum ether/ethyl acetate, 95:5). Starting materials: Br, COc1ccc2nccc(Cl)c2c1, [Na+], [OH-], O. Yields the product Oc1ccc2nccc(Cl)c2c1. As a reaction SMILES: [BrH:14].[Cl:1][c:2]1[cH:3][cH:4][n:5][c:6]2[cH:7][cH:8][c:9]([O:12][CH3:13])[cH:10][c:11]12.[Na+:16].[OH-:15].[OH2:17]>>[Cl:1][c:2]1[cH:3][cH:4][n:5][c:6]2[cH:7][cH:8][c:9]([OH:12])[cH:10][c:11]12. Reactants: COc1cc2c(-c3ccnc(Br)c3)n[nH]c(=O)c2cc1OC, O=C([O-])[O-], CN(C)C=O, Cl, [K+], [K+], O, ClCc1ccncc1. Product: COc1cc2c(-c3ccnc(Br)c3)nn(Cc3ccncc3)c(=O)c2cc1OC. RXN SMILES: [Br:1][c:2]1[n:3][cH:4][cH:5][c:6](-[c:8]2[n:9][nH:10][c:11](=[O:22])[c:12]3[cH:13][c:14]([O:20][CH3:21])[c:15]([O:18][CH3:19])[cH:16][c:17]23)[cH:7]1.[C:32](=[O:33])([O-:34])[O-:35].[CH3:38][N:39]([CH3:40])[CH:41]=[O:42].[ClH:23].[K+:36].[K+:37].[OH2:43].[cH:24]1[cH:25][c:26]([CH2:30][Cl:31])[cH:27][cH:28][n:29]1>>[Br:1][c:2]1[n:3][cH:4][cH:5][c:6](-[c:8]2[n:9][n:10]([CH2:30][c:26]3[cH:25][cH:24][n:29][cH:28][cH:27]3)[c:11](=[O:22])[c:12]3[cH:13][c:14]([O:20][CH3:21])[c:15]([O:18][CH3:19])[cH:16][c:17]23)[cH:7]1. Starting materials: ClC1=C(C=CC(=C1F)OC)C(C1(OC1)C(F)(F)F)NC1=C2C=CC(NC2=CC(=C1)F)=O (5-{[(2-chloro-3-fluoro-4-methoxyphenyl)(2-trifluoromethyl-oxiranyl)methyl]amino}-7-fluoro-1H-quinolin-2-on), C([O-])([O-])=O.[Cs+].[Cs+] (Caesium carbonate). Run in CN(C)C=O (DMF), O (water), CS(=O)C (DMSO), O (Water). The product is ClC1=C(C=CC(=C1F)OC)C(C(C(F)(F)F)(CO)O)NC1=C2C=CC(NC2=CC(=C1)F)=O (5-{[1-(2-Chloro-3-fluoro-4-methoxyphenyl)-3,3,3-trifluoro-2-hydroxy-2-(hydroxymethyl)-propyl]amino}-7-fluoro-1H-quinolin-2-one). The yield is 379.0%. RXN SMILES: [Cl:1][C:2]1[C:7]([F:8])=[C:6]([O:9][CH3:10])[CH:5]=[CH:4][C:3]=1[CH:11]([NH:19][C:20]1[CH:29]=[C:28]([F:30])[CH:27]=[C:26]2[C:21]=1[CH:22]=[CH:23][C:24](=[O:31])[NH:25]2)[C:12]1([C:15]([F:18])([F:17])[F:16])[CH2:14][O:13]1.C(=O)([O-])[O-:33].[Cs+].[Cs+]>CN(C=O)C.O.CS(C)=O>[Cl:1][C:2]1[C:7]([F:8])=[C:6]([O:9][CH3:10])[CH:5]=[CH:4][C:3]=1[CH:11]([NH:19][C:20]1[CH:29]=[C:28]([F:30])[CH:27]=[C:26]2[C:21]=1[CH:22]=[CH:23][C:24](=[O:31])[NH:25]2)[C:12]([OH:33])([CH2:14][OH:13])[C:15]([F:16])([F:17])[F:18] |f:1.2.3|. Procedure: 250 mg (0.54 mmol) 5-{[(2-chloro-3-fluoro-4-methoxyphenyl)(2-trifluoromethyl-oxiranyl)methyl]amino}-7-fluoro-1H-quinolin-2-on are stirred with 353 mg (1.1 mmol) Caesium carbonate in 3 ml DMF, 1.9 ml water and 0.5 ml DMSO. Water is added and the aqueous phase is extracted with ethyl acetate. The combined organic phases are washed with brine and dried over sodium sulphate. After removal of the solvent flash chromatography on silica gel (methanol in dichloromethan 0 to 5%) yields 0.98 g of the titl... Starting materials: NCCN1CCCCC1, CN1CCCC1CCNC(=O)c1ccc(-c2nnc(CSCCOc3ccccc3)o2)cc1. Product: O=C(NCCN1CCCCC1)c1ccc(-c2nnc(CSCCOc3ccccc3)o2)cc1. Reaction SMILES: [NH2:34][CH2:35][CH2:36][N:37]1[CH2:38][CH2:39][CH2:40][CH2:41][CH2:42]1.[O:1]([c:2]1[cH:3][cH:4][cH:5][cH:6][cH:7]1)[CH2:8][CH2:9][S:10][CH2:11][c:12]1[o:13][c:14](-[c:17]2[cH:18][cH:19][c:20]([C:23](=[O:24])[NH:25][CH2:26][CH2:27][CH:28]3[CH2:29][CH2:30][CH2:31][N:32]3[CH3:33])[cH:21][cH:22]2)[n:15][n:16]1>>[O:1]([c:2]1[cH:3][cH:4][cH:5][cH:6][cH:7]1)[CH2:8][CH2:9][S:10][CH2:11][c:12]1[o:13][c:14](-[c:17]2[cH:18][cH:19][c:20]([C:23](=[O:24])[NH:25][CH2:26][CH2:36][N:37]3[CH2:38][CH2:39][CH2:40][CH2:41][CH2:42]3)[cH:21][cH:22]2)[n:15][n:16]1.